From a dataset of the Open Reaction Database (ORD), a public repository of structured organic reaction records. describe an organic reaction: reactants, conditions, products, and yield Starting materials: FC(C(=O)N([C@H]1[C@@H](C1)C1=CC=CC=C1)CC1CCN(CC1)CC1=CC=C(C(=O)O)C=C1)(F)F (4-((4-((2,2,2-trifluoro-N-(trans-2-phenylcyclopropyl)acetamido)methyl)piperidin-1-yl)methyl)benzoic acid), CS(=O)(=O)N (methanesulfonamide), C(CCl)Cl (EDC). Reagents/catalysts: CN(C)C=1C=CN=CC1 (DMAP). The solvent is CN(C=O)C (N,N-dimethylformamide). Run at time 18 hour. The product is CS(=O)(=O)NC(C1=CC=C(C=C1)CN1CCC(CC1)CN(C(C(F)(F)F)=O)[C@H]1[C@@H](C1)C1=CC=CC=C1)=O (N-(methylsulfonyl)-4-((4-((2,2,2-trifluoro-N-((trans)-2-phenylcyclopropyl)acetamido)methyl)piperidine-1-yl)methyl)benzamide). The yield is 46.8%. Reaction SMILES: [F:1][C:2]([F:33])([F:32])[C:3]([N:5]([CH2:15][CH:16]1[CH2:21][CH2:20][N:19]([CH2:22][C:23]2[CH:31]=[CH:30][C:26]([C:27]([OH:29])=O)=[CH:25][CH:24]=2)[CH2:18][CH2:17]1)[C@@H:6]1[CH2:8][C@H:7]1[C:9]1[CH:14]=[CH:13][CH:12]=[CH:11][CH:10]=1)=[O:4].[CH3:34][S:35]([NH2:38])(=[O:37])=[O:36].C(Cl)CCl>CN(C)C=O.CN(C1C=CN=CC=1)C>[CH3:34][S:35]([NH:38][C:27](=[O:29])[C:26]1[CH:25]=[CH:24][C:23]([CH2:22][N:19]2[CH2:18][CH2:17][CH:16]([CH2:15][N:5]([C@@H:6]3[CH2:8][C@H:7]3[C:9]3[CH:14]=[CH:13][CH:12]=[CH:11][CH:10]=3)[C:3](=[O:4])[C:2]([F:32])([F:1])[F:33])[CH2:21][CH2:20]2)=[CH:31][CH:30]=1)(=[O:37])=[O:36]. Procedure details: To a solution of 4-((4-((2,2,2-trifluoro-N-(trans-2-phenylcyclopropyl)acetamido)methyl)piperidin-1-yl)methyl)benzoic acid (150 mg, 0.326 mmol) in N,N-dimethylformamide (DMF) (2 mL) were added methanesulfonamide (37.2 mg, 0.391 mmol), EDC (74.9 mg, 0.391 mmol) and DMAP (39.8 mg, 0.326 mmol), and the mixture was stirred at room temperature for 18 h. The reaction was quenched with 10% NH4Cl aqueous solution and extracted with EtOAc(3×). The extract was dried (Na2SO4) and concentrated. The residue w... Yields the product COC(=O)CN1C(=O)C(NC(=O)OC(C)(C)C)C(c2ccccc2)Oc2ccccc21. Reactants: COC(=O)CBr, O=C([O-])[O-], [Cs+], [Cs+], CC(C)(C)OC(=O)NC1C(=O)Nc2ccccc2OC1c1ccccc1, CN(C)C=O, O. RXN SMILES: [Br:27][CH2:28][C:29](=[O:30])[O:31][CH3:32].[C:33](=[O:34])([O-:35])[O-:36].[Cs+:37].[Cs+:38].[O:1]=[C:2]1[CH:3]([NH:19][C:20]([O:21][C:22]([CH3:23])([CH3:24])[CH3:25])=[O:26])[CH:4]([c:13]2[cH:14][cH:15][cH:16][cH:17][cH:18]2)[O:5][c:6]2[c:7]([cH:9][cH:10][cH:11][cH:12]2)[NH:8]1.[O:39]=[CH:40][N:41]([CH3:42])[CH3:43].[OH2:44]>>[O:1]=[C:2]1[CH:3]([NH:19][C:20]([O:21][C:22]([CH3:23])([CH3:24])[CH3:25])=[O:26])[CH:4]([c:13]2[cH:14][cH:15][cH:16][cH:17][cH:18]2)[O:5][c:6]2[c:7]([cH:9][cH:10][cH:11][cH:12]2)[N:8]1[CH2:28][C:29](=[O:30])[O:31][CH3:32]. Starting materials: Brc1cccs1, CCCCN(CCCC)CCCC, CCOCC, C=CC(=O)N(C(C)C)C(C)C, CN(C)C=O, O, Cc1ccccc1P(c1ccccc1C)c1ccccc1C. Product: CC(C)N(C(=O)C=Cc1cccs1)C(C)C. RXN SMILES: [Br:1][c:2]1[s:3][cH:4][cH:5][cH:6]1.[CH2:40]([N:41]([CH2:42][CH2:43][CH2:44][CH3:45])[CH2:46][CH2:47][CH2:48][CH3:49])[CH2:50][CH2:51][CH3:52].[CH3:54][CH2:55][O:56][CH2:57][CH3:58].[CH:7]([CH3:8])([CH3:9])[N:10]([C:11]([CH:12]=[CH2:13])=[O:14])[CH:15]([CH3:16])[CH3:17].[O:59]=[CH:60][N:61]([CH3:62])[CH3:63].[OH2:53].[c:18]1([CH3:19])[cH:20][cH:21][cH:22][cH:23][c:24]1[P:25]([c:26]1[cH:27][cH:28][cH:29][cH:30][c:31]1[CH3:32])[c:33]1[cH:34][cH:35][cH:36][cH:37][c:38]1[CH3:39]>>[c:2]1([CH:13]=[CH:12][C:11]([N:10]([CH:7]([CH3:8])[CH3:9])[CH:15]([CH3:16])[CH3:17])=[O:14])[s:3][cH:4][cH:5][cH:6]1. Starting materials: C1(CCCCC1)C=O (Cyclohexanecarboxaldehyde), COC(CC#N)OC (3,3-dimethoxypropionitrile), C[O-].[Na+] (sodium methoxide). Solvent: CO (methanol). Conditions: time 8 hour. Product: COC(C(C#N)=CC1CCCCC1)OC (2-(Dimethoxymethyl)-3-cyclohexylacrylonitrile). As a reaction SMILES: [CH:1]1([CH:7]=O)[CH2:6][CH2:5][CH2:4][CH2:3][CH2:2]1.[CH3:9][O:10][CH:11]([O:15][CH3:16])[CH2:12][C:13]#[N:14].C[O-].[Na+]>CO>[CH3:9][O:10][CH:11]([O:15][CH3:16])[C:12](=[CH:7][CH:1]1[CH2:2][CH2:3][CH2:4][CH2:5][CH2:6]1)[C:13]#[N:14] |f:2.3|. Reported procedure: Cyclohexanecarboxaldehyde (50.0 g, 0.45 mol) was added to a stirred mixture of 3,3-dimethoxypropionitrile (11.5, g, 1.0 mol) and sodium methoxide (54.0 g, 1.0 mol) in methanol over a period of 15 minutes. The mixture was then stirred overnight at room temperature.